From a dataset of the Open Reaction Database (ORD), a public repository of structured organic reaction records. describe an organic reaction: reactants, conditions, products, and yield The reactants are ClC1=NN2C(C(=CC=C2)NC2=C(CN(S(=O)(=O)C)C)C=CC=C2)=N1 (N-[2-(2-chloro-[1,2,4]triazolo[1,5-a]pyridin-8-ylamino)-benzyl]-N-methyl-methanesulfonamide), N1(CCCC1)CCOC1=CC=C(C=C1)N (4-(2-pyrrolidin-1-yl-ethoxy)-phenylamine), C1(CCCCC1)P(C1=C(C=CC=C1)C1=C(C=CC=C1)P(C1CCCCC1)C1CCCCC1)C1CCCCC1 (2,2′-bis-dicyclohexylphosphanyl-biphenyl). Product: CN(S(=O)(=O)C)CC1=C(C=CC=C1)NC=1C=2N(C=CC1)N=C(N2)NC2=CC=C(C=C2)OCCN2CCCC2 (N-Methyl-N-(2-{2-[4-(2-pyrrolidin-1-yl-ethoxy)-phenylamino]-[1,2,4]triazolo[1,5-a]pyridin-8-ylamino}-benzyl)-methanesulfonamide), foam. The yield is 15.0%. As a reaction SMILES: Cl[C:2]1[N:24]=[C:5]2[C:6]([NH:10][C:11]3[CH:23]=[CH:22][CH:21]=[CH:20][C:12]=3[CH2:13][N:14]([CH3:19])[S:15]([CH3:18])(=[O:17])=[O:16])=[CH:7][CH:8]=[CH:9][N:4]2[N:3]=1.[N:25]1([CH2:30][CH2:31][O:32][C:33]2[CH:38]=[CH:37][C:36]([NH2:39])=[CH:35][CH:34]=2)[CH2:29][CH2:28][CH2:27][CH2:26]1.C1(P(C2CCCCC2)C2C=CC=CC=2C2C=CC=CC=2P(C2CCCCC2)C2CCCCC2)CCCCC1>>[CH3:19][N:14]([CH2:13][C:12]1[CH:20]=[CH:21][CH:22]=[CH:23][C:11]=1[NH:10][C:6]1[C:5]2[N:4]([N:3]=[C:2]([NH:39][C:36]3[CH:37]=[CH:38][C:33]([O:32][CH2:31][CH2:30][N:25]4[CH2:29][CH2:28][CH2:27][CH2:26]4)=[CH:34][CH:35]=3)[N:24]=2)[CH:9]=[CH:8][CH:7]=1)[S:15]([CH3:18])(=[O:17])=[O:16]. Procedure: N-Methyl-N-(2-{2-[4-(2-pyrrolidin-1-yl-ethoxy)-phenylamino]-[1,2,4]triazolo[1,5-a]pyridin-8-ylamino}-benzyl)-methanesulfonamide was prepared from N-[2-(2-chloro-[1,2,4]triazolo[1,5-a]pyridin-8-ylamino)-benzyl]-N-methyl-methanesulfonamide (75.0 mg, 0.205 mmol) and 4-(2-pyrrolidin-1-yl-ethoxy)-phenylamine (47.0 mg, 0.228 mmol) with 2,2′-bis-dicyclohexylphosphanyl-biphenyl (25.0 mg, 0.0457 mmol) as the ligand in a manner analogous to Example 2d. Product isolated as a tan foam (0.017 g, 15%). 1H NMR... Reactants: C(C)(=O)O[C@]1(C(C)=O)[C@H](C[C@H]2[C@@H]3C[C@@H](C4=CC(C=C[C@]4(C)[C@]3([C@H](C[C@]12C)O)Br)=O)C)C (17α-acetoxy-9α-bromo-11β-hydroxy-6α,16β-dimethyl-1,4-pregnadiene-3,20-dione), C(CCC)[SnH](CCCC)CCCC (tributyltin hydride). Product: C(C)(=O)O[C@]1(C(C)=O)[C@H](C[C@H]2[C@@H]3C[C@@H](C4=CC(C=C[C@]4(C)[C@H]3[C@H](C[C@]12C)O)=O)C)C (17α-acetoxy-11β-hydroxy-6α,16β-dimethyl-1,4-pregnadiene-3,20-dione). Isolated yield 45.6%. As a reaction SMILES: [C:1]([O:4][C@:5]1([C@:25]2([CH3:26])[C@H:11]([C@H:12]3[C@:22](Br)([C@@H:23]([OH:27])[CH2:24]2)[C@:20]2([CH3:21])[C:15](=[CH:16][C:17](=[O:29])[CH:18]=[CH:19]2)[C@@H:14]([CH3:30])[CH2:13]3)[CH2:10][C@@H:9]1[CH3:31])[C:6](=[O:8])[CH3:7])(=[O:3])[CH3:2].C([SnH](CCCC)CCCC)CCC>>[C:1]([O:4][C@:5]1([C@:25]2([CH3:26])[C@H:11]([C@H:12]3[C@H:22]([C@@H:23]([OH:27])[CH2:24]2)[C@:20]2([CH3:21])[C:15](=[CH:16][C:17](=[O:29])[CH:18]=[CH:19]2)[C@@H:14]([CH3:30])[CH2:13]3)[CH2:10][C@@H:9]1[CH3:31])[C:6](=[O:8])[CH3:7])(=[O:3])[CH3:2]. Procedure details: 300 mg of 17α-acetoxy-9α-bromo-11β-hydroxy-6α,16β-dimethyl-1,4-pregnadiene-3,20-dione is debrominated as described in Example 1(E) with tributyltin hydride, worked up, and purified, thus isolating 115 mg of 17α-acetoxy-11β-hydroxy-6α,16β-dimethyl-1,4-pregnadiene-3,20-dione, mp 270°-272° C. Starting materials: C(CC)OC1=NOC(=C1)CO (3-propyloxy-isoxazol-5-yl-methanol), N(=NC(=O)OCC)C(=O)OCC (diethyl azodicarboxylate), C1(=CC=CC=C1)P(C1=CC=CC=C1)C1=CC=CC=C1 (triphenylphosphine), C(CCCCCCCCCC)C=1C=NC(=NC1)C1=CC=C(C=C1)O (4-(5-undecyl-pyrimidin-2-yl)phenol). Solvent: C1CCOC1 (THF). Conditions: time 24 hour. Yields the product C(CCCCCCCCCC)C=1C=NC(=NC1)C1=CC=C(C=C1)OCC1=CC(=NO1)OCCC ((3-Propyloxy-isoxazol-5-yl)methyl 4-(5-undecyl-pyrimidin-2-yl)phenyl ether). Reaction SMILES: N(C(OCC)=O)=NC(OCC)=O.C1(P(C2C=CC=CC=2)C2C=CC=CC=2)C=CC=CC=1.[CH2:32]([C:43]1[CH:44]=[N:45][C:46]([C:49]2[CH:54]=[CH:53][C:52]([OH:55])=[CH:51][CH:50]=2)=[N:47][CH:48]=1)[CH2:33][CH2:34][CH2:35][CH2:36][CH2:37][CH2:38][CH2:39][CH2:40][CH2:41][CH3:42].[CH2:56]([O:59][C:60]1[CH:64]=[C:63]([CH2:65]O)[O:62][N:61]=1)[CH2:57][CH3:58]>C1COCC1>[CH2:32]([C:43]1[CH:44]=[N:45][C:46]([C:49]2[CH:50]=[CH:51][C:52]([O:55][CH2:65][C:63]3[O:62][N:61]=[C:60]([O:59][CH2:56][CH2:57][CH3:58])[CH:64]=3)=[CH:53][CH:54]=2)=[N:47][CH:48]=1)[CH2:33][CH2:34][CH2:35][CH2:36][CH2:37][CH2:38][CH2:39][CH2:40][CH2:41][CH3:42]. Procedure details: A fully reacted mixture of equimolar amounts of diethyl azodicarboxylate and triphenylphosphine in THF is admixed with equimolar amounts of 4-(5-undecyl-pyrimidin-2-yl)phenol and 3-propyloxy-isoxazol-5-yl-methanol (prepared by LiAlH4 reduction of methyl 3-propyloxy-isoxazole-5-carboxylate). The mixture is stirred for 24 h at room temperature and then evaporated to dryness under reduced pressure. Purification by chromatography (silica gel, dichloromethane) and recrystallization affords the target...